Dataset: the Open Reaction Database (ORD), a public repository of structured organic reaction records. Task: describe an organic reaction: reactants, conditions, products, and yield Starting materials: O=C([O-])[O-], [Cs+], [Cs+], O=Cc1cc(O)c(O)cc1F, CN(C)C=O, O. Product: O=Cc1cc2c(cc1F)OCO2. As a reaction SMILES: [C:12](=[O:13])([O-:14])[O-:15].[Cs+:16].[Cs+:17].[F:1][c:2]1[c:3]([CH:4]=[O:5])[cH:6][c:7]([OH:11])[c:8]([OH:10])[cH:9]1.[O:19]=[CH:20][N:21]([CH3:22])[CH3:23].[OH2:18]>>[F:1][c:2]1[c:3]([CH:4]=[O:5])[cH:6][c:7]2[c:8]([cH:9]1)[O:10][CH2:12][O:11]2. The reactants are BrBr (bromine), C(C1=CC=CC=C1)OC(NC1=CC(=CC=C1)C(C)=O)=O (3-acetylphenyl carbamic acid benzyl ester), C1CCOC1 (THF), C(=O)(O)[O-].[Na+] (NaHCO3). The reagents and catalysts are [Cl-].[Al+3].[Cl-].[Cl-] (aluminum (III) chloride). Solvent: C(C)(=O)OCC (ethyl acetate), C(C)OCC (diethyl ether), C(C)OCC (diethyl ether). Reaction conditions: time 30 minute. Product: C(C1=CC=CC=C1)OC(NC1=CC(=CC=C1)C(CBr)=O)=O (3-(2-bromoacetyl)phenyl carbamic acid benzyl ester). Yield: 56.8%. Reaction SMILES: [CH2:1]([O:8][C:9](=[O:20])[NH:10][C:11]1[CH:16]=[CH:15][CH:14]=[C:13]([C:17](=[O:19])[CH3:18])[CH:12]=1)[C:2]1[CH:7]=[CH:6][CH:5]=[CH:4][CH:3]=1.C1COCC1.[Br:26]Br.C([O-])(O)=O.[Na+]>C(OCC)C.[Cl-].[Al+3].[Cl-].[Cl-].C(OCC)(=O)C>[CH2:1]([O:8][C:9](=[O:20])[NH:10][C:11]1[CH:16]=[CH:15][CH:14]=[C:13]([C:17](=[O:19])[CH2:18][Br:26])[CH:12]=1)[C:2]1[CH:7]=[CH:6][CH:5]=[CH:4][CH:3]=1 |f:3.4,6.7.8.9|. Procedure details: 3-acetylphenyl carbamic acid benzyl ester (3.50 g, 13.0 mmol) was dissolved in diethyl ether (70 mL) and THF (20 mL) and brought to 0° C. A catalytic amount of aluminum (III) chloride (0.010 g) was added followed by the drop-wise addition of bromine (0.731 mL, 14.3 mmol) in diethyl ether (10 mL). The reaction was kept at 0° C. for 30 mins before being allowed to warm to room temperature on its own accord. Sat. NaHCO3 (30 mL) was added to quench the reaction and the solution was poured into ethyl... Reactants: FC(C(=O)O)(F)F.ClC=1CS[C@H]2N(C1C(=O)O)C(C2NC=2NC=CN2)=O (3-chloro-7-(imidazol-2-yl)aminocephem-4-carboxylic acid trifluoroacetate), C(C)(=O)OO (peracetic acid). Solvent: C(C)(=O)O (acetic acid). Conditions: time 2.5 hour. Yields the product ClC=1CS[C@H]2N(C1C(=O)O)C(C2NC=2NC=CN2)=O (3-chloro-7-(imidazol-2-yl)aminoceph-3-em-4-carboxylic acid). Reaction SMILES: FC(F)(F)C(O)=O.[Cl:8][C:9]1[CH2:10][S:11][C@@H:12]2[CH:19]([NH:20][C:21]3[NH:22][CH:23]=[CH:24][N:25]=3)[C:18](=[O:26])[N:13]2[C:14]=1[C:15]([OH:17])=[O:16].C(OO)(=O)C>C(O)(=O)C>[Cl:8][C:9]1[CH2:10][S:11][C@@H:12]2[CH:19]([NH:20][C:21]3[NH:25][CH:24]=[CH:23][N:22]=3)[C:18](=[O:26])[N:13]2[C:14]=1[C:15]([OH:17])=[O:16] |f:0.1|. Procedure details: To a solution of 3-chloro-7-(imidazol-2-yl)aminocephem-4-carboxylic acid trifluoroacetate as a mixture of delta-2 and delta-3 isomers (157 mg.) in acetic acid (4 ml.) cooled to 10° was dropwise aded peracetic acid (960 μl.) The temperature was allowed to rise to ambient temperature and the mixture was stirred for 2.5 hours. The suspension was filtered to obtain a white solid (27 mg.). The filtrate was evaporated in vacuo and the residue taken up in the minimum amount of a mixture of methanol and... The reactants are N1(CCOCC1)C=1N=C(NC(C1)=O)CC(=O)[O-].[Na+] (sodium [4-(morpholin-4-yl)-6-oxo-1,6-dihydropyrimidin-2-yl]acetate), NC=1C=CC(=C(C#N)C1)F (5-amino-2-fluorobenzonitrile). The product is C(#N)C=1C=C(C=CC1F)NC(CC=1NC(C=C(N1)N1CCOCC1)=O)=O (N-(3-cyano-4-fluorophenyl)-2-[4-(morpholin-4-yl)-6-oxo-1,6-dihydropyrimidin-2-yl]acetamide). The yield is 22.7%. RXN SMILES: [N:1]1([C:7]2[N:8]=[C:9]([CH2:14][C:15]([O-:17])=O)[NH:10][C:11](=[O:13])[CH:12]=2)[CH2:6][CH2:5][O:4][CH2:3][CH2:2]1.[Na+].[NH2:19][C:20]1[CH:21]=[CH:22][C:23]([F:28])=[C:24]([CH:27]=1)[C:25]#[N:26]>>[C:25]([C:24]1[CH:27]=[C:20]([NH:19][C:15](=[O:17])[CH2:14][C:9]2[NH:10][C:11](=[O:13])[CH:12]=[C:7]([N:1]3[CH2:2][CH2:3][O:4][CH2:5][CH2:6]3)[N:8]=2)[CH:21]=[CH:22][C:23]=1[F:28])#[N:26] |f:0.1|. Procedure details: The product is prepared according to the procedure described in Example 19, using 261 mg of sodium [4-(morpholin-4-yl)-6-oxo-1,6-dihydropyrimidin-2-yl]acetate prepared in stage 2 of Example 1 and 163 mg of 5-amino-2-fluorobenzonitrile in place of the 3-(tert-butyl)aniline. The reaction mixture is concentrated to dryness under reduced pressure and the residue is then purified by silica column chromatography, elution being carried out with a gradient of the eluent CH2Cl2/MeOH: 90/10 in dichloromet... The reactants are ClC(C(C)=O)C(C)=O (3-Chloro-2,4-pentanedione), [I-].[Na+] (sodium iodide), ClC=1C=C(C=C(C1)Cl)S (3,5-dichlorothiophenol), C([O-])([O-])=O.[K+].[K+] (potassium carbonate). Run in CC(=O)C (acetone), O (water). Reaction conditions: time 23 hour. Yields the product ClC=1C=C(C=C(C1)Cl)SC(C(C)=O)C(C)=O (3-[(3,5-Dichlorophenyl)sulfanyl]-2,4-pentanedione). Yield: 98.7%. Reaction SMILES: Cl[CH:2]([C:6](=[O:8])[CH3:7])[C:3](=[O:5])[CH3:4].[I-].[Na+].[Cl:11][C:12]1[CH:13]=[C:14]([SH:19])[CH:15]=[C:16]([Cl:18])[CH:17]=1.C(=O)([O-])[O-].[K+].[K+]>CC(C)=O.O>[Cl:11][C:12]1[CH:13]=[C:14]([S:19][CH:2]([C:6](=[O:8])[CH3:7])[C:3](=[O:5])[CH3:4])[CH:15]=[C:16]([Cl:18])[CH:17]=1 |f:1.2,4.5.6|. Procedure: 3-Chloro-2,4-pentanedione (723 μL, 6.07 mmol) and then sodium iodide (910 mg, 6.07 mmol) were added to a stirred suspension of 3,5-dichlorothiophenol (1.09 g, 6.07 mmol) and potassium carbonate (923 mg, 6.68 mmol) in acetone (30 ml), at room temperature, in a flask equipped with a calcium chloride drying tube. The mixture became yellow, then orange and finally red accompanied by a slight exotherm and was stirred for 23 hours at room temperature. The mixture was diluted with water (20 ml) and con... Yield: 96.8%. Run in C(C)O (ethanol). Product: CC=1OC2=C(N1)C=CC(=C2)C(=O)O (2-Methyl-benzoxazole-6-carboxylic Acid). The reactants are COC(=O)C1=CC2=C(N=C(O2)C)C=C1 (2-methyl-benzoxazole-6-carboxylic acid methyl ester), [OH-].[Na+] (sodium hydroxide), Cl (Hydrochloric acid). RXN SMILES: C[O:2][C:3]([C:5]1[CH:14]=[CH:13][C:8]2[N:9]=[C:10]([CH3:12])[O:11][C:7]=2[CH:6]=1)=[O:4].[OH-].[Na+].Cl>C(O)C>[CH3:12][C:10]1[O:11][C:7]2[CH:6]=[C:5]([C:3]([OH:4])=[O:2])[CH:14]=[CH:13][C:8]=2[N:9]=1 |f:1.2|. Procedure details: To a solution of 2-methyl-benzoxazole-6-carboxylic acid methyl ester (301 mg, 1.57 mmol) in ethanol (10 mL) was added an aqueous solution of 2N sodium hydroxide (10 mL), and the mixture was stirred for 2 hours at room temperature. 2N Hydrochloric acid was added to the reaction mixture to adjust the pH to 4, and the solution was extracted with ethyl acetate. The organic layer was washed with brine, dried over anhydrous sodium sulfate, then, evaporated in vacuo, and the title compound (270 mg, 1.5... Run at time 2 hour.